This data is from the Open Reaction Database (ORD), a public repository of structured organic reaction records. The task is: describe an organic reaction: reactants, conditions, products, and yield Starting materials: COC(=O)c1ccc(C=CC(=O)OC(C)(C)C)[nH]1, COC(=O)c1ccc(C=CC(=O)OC(C)(C)C)[nH]1, CCOC(C)=O. Product: COC(=O)c1ccc(CCC(=O)OC(C)(C)C)[nH]1. Reaction SMILES: [C:19]([O:20][C:21](=[O:22])[CH:23]=[CH:24][c:25]1[nH:26][c:27]([C:28]([O:29][CH3:30])=[O:31])[cH:32][cH:33]1)([CH3:34])([CH3:35])[CH3:36].[C:1]([CH3:2])([CH3:3])([CH3:4])[O:5][C:6]([CH:7]=[CH:8][c:9]1[cH:10][cH:11][c:12]([C:14](=[O:15])[O:16][CH3:17])[nH:13]1)=[O:18].[CH3:37][CH2:38][O:39][C:40]([CH3:41])=[O:42]>>[C:1]([CH3:2])([CH3:3])([CH3:4])[O:5][C:6]([CH2:7][CH2:8][c:9]1[cH:10][cH:11][c:12]([C:14](=[O:15])[O:16][CH3:17])[nH:13]1)=[O:18]. The reactants are BrC1=CC(=C(C(=C1)C)C1C(CC(C1=O)=CC1CCOCC1)=O)C (2-(4-bromo-2,6-dimethylphenyl)-4-[1-(tetrahydropyran-4-yl)-methylidene]-cyclopentane-1,3-dione), [H][H] (hydrogen). Reagents/catalysts: [C].[Pt] (platinum carbon). The solvent is CO (methanol). The product is BrC1=CC(=C(C(=C1)C)C1C(CC(C1=O)CC1CCOCC1)=O)C (2-(4-bromo-2,6-dimethylphenyl)-4-(tetrahydropyran-4-ylmethyl)cyclopentane-1,3-dione). Isolated yield 91.3%. Reaction SMILES: [Br:1][C:2]1[CH:7]=[C:6]([CH3:8])[C:5]([CH:9]2[C:13](=[O:14])[C:12](=[CH:15][CH:16]3[CH2:21][CH2:20][O:19][CH2:18][CH2:17]3)[CH2:11][C:10]2=[O:22])=[C:4]([CH3:23])[CH:3]=1.[H][H]>CO.[C].[Pt]>[Br:1][C:2]1[CH:3]=[C:4]([CH3:23])[C:5]([CH:9]2[C:13](=[O:14])[CH:12]([CH2:15][CH:16]3[CH2:21][CH2:20][O:19][CH2:18][CH2:17]3)[CH2:11][C:10]2=[O:22])=[C:6]([CH3:8])[CH:7]=1 |f:3.4|. Reported procedure: To a solution of 2-(4-bromo-2,6-dimethylphenyl)-4-[1-(tetrahydropyran-4-yl)-methylidene]-cyclopentane-1,3-dione (0.1 g, 0.26 mmol) in methanol (100 ml) is subjected to hydrogenation under H-Cube conditions using 10% platinum carbon under a 20 bar hydrogen atmosphere. The reaction mixture is then concentrated to give a crude product which is purified by flash chromatography (hexane/ethyl acetate) to afford 2-(4-bromo-2,6-dimethylphenyl)-4-(tetrahydropyran-4-ylmethyl)cyclopentane-1,3-dione (0.09 g...